The task is: describe an organic reaction: reactants, conditions, products, and yield. This data is from the Open Reaction Database (ORD), a public repository of structured organic reaction records. The reactants are ClC1=NC(=C(C(N1C)=O)C1=CC=C(C=C1)F)C1=CC=NC=C1 (2-Chloro-3-methyl-6-(4-pyridyl)-5-(4-fluorophenyl)-4(3H)-pyrimidinone), C(C)(C)(C1=CC=CC=C1)N (cumyl amine). Solvent: C(C)(C)O (isopropyl alcohol). Product: FC1=CC=C(C=C1)C=1C(N(C(=NC1C1=CC=NC=C1)NC(C)(C1=CC=CC=C1)C)C)=O (5-(4-fluorophenyl)-3-methyl-2-((1-methyl-1-phenylethyl)amino)-6-(4-pyridyl)-(3H)-pyrimidin-4-one). Reaction SMILES: Cl[C:2]1[N:7]([CH3:8])[C:6](=[O:9])[C:5]([C:10]2[CH:15]=[CH:14][C:13]([F:16])=[CH:12][CH:11]=2)=[C:4]([C:17]2[CH:22]=[CH:21][N:20]=[CH:19][CH:18]=2)[N:3]=1.[C:23]([NH2:32])([C:26]1[CH:31]=[CH:30][CH:29]=[CH:28][CH:27]=1)([CH3:25])[CH3:24]>C(O)(C)C>[F:16][C:13]1[CH:14]=[CH:15][C:10]([C:5]2[C:6](=[O:9])[N:7]([CH3:8])[C:2]([NH:32][C:23]([CH3:25])([C:26]3[CH:31]=[CH:30][CH:29]=[CH:28][CH:27]=3)[CH3:24])=[N:3][C:4]=2[C:17]2[CH:22]=[CH:21][N:20]=[CH:19][CH:18]=2)=[CH:11][CH:12]=1. Procedure details: 2-Chloro-3-methyl-6-(4-pyridyl)-5-(4-fluorophenyl)-4(3H)-pyrimidinone (5.43 g, 17.2 mmol) and cumyl amine (4.65 g, 34.4 mmol) were combined in dry isopropyl alcohol (ca. 40 mL) and the mixture was heated at reflux for 48 h. The reaction was cooled to RT, the solvent was evaporated in vacuo and the residue was partitioned between sat. aq. NaHCO3 and CHCl3. The organic layer was dried over Na2SO4 and then concentrated. The residue was purified by flash chromatography (1% MeOH/NH3:CHCl3) to provide... Starting materials: CCNCc1cc(Cl)ccc1OCC1CC1, CCN(C(C)C)C(C)C, NC(=O)c1ccc(Cl)nn1, CN(C)C=O, O. Yields the product CCN(Cc1cc(Cl)ccc1OCC1CC1)c1ccc(C(N)=O)nn1. As a reaction SMILES: [CH2:1]([CH3:2])[NH:3][CH2:4][c:5]1[c:6]([O:12][CH2:13][CH:14]2[CH2:15][CH2:16]2)[cH:7][cH:8][c:9]([Cl:11])[cH:10]1.[CH:27]([N:28]([CH:29]([CH3:30])[CH3:31])[CH2:32][CH3:33])([CH3:34])[CH3:35].[Cl:17][c:18]1[cH:19][cH:20][c:21]([C:24](=[O:25])[NH2:26])[n:22][n:23]1.[O:36]=[CH:37][N:38]([CH3:39])[CH3:40].[OH2:41]>>[CH2:1]([CH3:2])[N:3]([CH2:4][c:5]1[c:6]([O:12][CH2:13][CH:14]2[CH2:15][CH2:16]2)[cH:7][cH:8][c:9]([Cl:11])[cH:10]1)[c:18]1[cH:19][cH:20][c:21]([C:24](=[O:25])[NH2:26])[n:22][n:23]1. Reactants: O=C([O-])[O-], O=[N+]([O-])c1ccc(F)cc1, [K+], [K+], CN(C)C=O, O, Oc1cccnc1. Yields the product O=[N+]([O-])c1ccc(Oc2cccnc2)cc1. As a reaction SMILES: [C:18](=[O:19])([O-:20])[O-:21].[F:1][c:2]1[cH:3][cH:4][c:5]([N+:8](=[O:9])[O-:10])[cH:6][cH:7]1.[K+:22].[K+:23].[O:25]=[CH:26][N:27]([CH3:28])[CH3:29].[OH2:24].[OH:11][c:12]1[cH:13][n:14][cH:15][cH:16][cH:17]1>>[c:2]1([O:11][c:12]2[cH:13][n:14][cH:15][cH:16][cH:17]2)[cH:3][cH:4][c:5]([N+:8](=[O:9])[O-:10])[cH:6][cH:7]1. Starting materials: C(C)(C)(C)OC(=O)N[C@H]1COCC[C@H]1NC1=C(C2=C(C(=N1)Cl)C(N(C2)C(=O)OC(C)(C)C)=O)F (tert-butyl 6-((3R,4R)-3-(tert-butoxycarbonylamino)tetrahydro-2H-pyran-4-ylamino)-4-chloro-7-fluoro-3-oxo-1H-pyrrolo[3,4-c]pyridine-2(3H)-carboxylate), FC1=CC2=C(SC(=C2)B(O)O)C=C1 (5-fluorobenzo[b]thiophen-2-ylboronic acid). Reagents/catalysts: C=1C=CC(=CC1)[P](C=2C=CC=CC2)(C=3C=CC=CC3)[Pd]([P](C=4C=CC=CC4)(C=5C=CC=CC5)C=6C=CC=CC6)([P](C=7C=CC=CC7)(C=8C=CC=CC8)C=9C=CC=CC9)[P](C=1C=CC=CC1)(C=1C=CC=CC1)C=1C=CC=CC1 (tetrakis(triphenylphosphine)palladium(0)). The solvent is CCOC(=O)C (EtOAc), C(=O)(O)[O-].[Na+] (NaHCO3), C1(=CC=CC=C1)C (toluene). The product is C(C)(C)(C)OC(=O)N[C@H]1COCC[C@H]1NC1=C(C2=C(C(=N1)C1=CC3=C(S1)C=CC(=C3)F)C(N(C2)C(=O)OC(C)(C)C)=O)F (tert-butyl 6-(((3R,4R)-3-((tert-butoxycarbonyl)amino)tetrahydro-2H-pyran-4-yl)amino)-7-fluoro-4-(5-fluorobenzo[b]thiophen-2-yl)-3-oxo-1H-pyrrolo[3,4-c]pyridine-2(3H)-carboxylate). Reaction SMILES: [C:1]([O:5][C:6]([NH:8][C@@H:9]1[C@H:14]([NH:15][C:16]2[N:21]=[C:20](Cl)[C:19]3[C:23](=[O:33])[N:24]([C:26]([O:28][C:29]([CH3:32])([CH3:31])[CH3:30])=[O:27])[CH2:25][C:18]=3[C:17]=2[F:34])[CH2:13][CH2:12][O:11][CH2:10]1)=[O:7])([CH3:4])([CH3:3])[CH3:2].[F:35][C:36]1[CH:47]=[CH:46][C:39]2[S:40][C:41](B(O)O)=[CH:42][C:38]=2[CH:37]=1>C1(C)C=CC=CC=1.CCOC(C)=O.C([O-])(O)=O.[Na+].C1C=CC([P]([Pd]([P](C2C=CC=CC=2)(C2C=CC=CC=2)C2C=CC=CC=2)([P](C2C=CC=CC=2)(C2C=CC=CC=2)C2C=CC=CC=2)[P](C2C=CC=CC=2)(C2C=CC=CC=2)C2C=CC=CC=2)(C2C=CC=CC=2)C2C=CC=CC=2)=CC=1>[C:1]([O:5][C:6]([NH:8][C@@H:9]1[C@H:14]([NH:15][C:16]2[N:21]=[C:20]([C:41]3[S:40][C:39]4[CH:46]=[CH:47][C:36]([F:35])=[CH:37][C:38]=4[CH:42]=3)[C:19]3[C:23](=[O:33])[N:24]([C:26]([O:28][C:29]([CH3:32])([CH3:31])[CH3:30])=[O:27])[CH2:25][C:18]=3[C:17]=2[F:34])[CH2:13][CH2:12][O:11][CH2:10]1)=[O:7])([CH3:4])([CH3:3])[CH3:2] |f:4.5,^1:69,71,90,109|. Procedure details: A solution of tert-butyl 6-((3R,4R)-3-(tert-butoxycarbonylamino)tetrahydro-2H-pyran-4-ylamino)-4-chloro-7-fluoro-3-oxo-1H-pyrrolo[3,4-c]pyridine-2(3H)-carboxylate (33 mg, 0.066 mmol), 5-fluorobenzo[b]thiophen-2-ylboronic acid (12.91 mg, 0.066 mmol) and tetrakis(triphenylphosphine)palladium(0) (76 mg, 0.066 mmol) in toluene (3 mL) was heated to 120° C. via microwave irradiation for 30 minutes. The reaction mixture was diluted with EtOAc (50 mL) and saturated aqueous NaHCO3 (100 mL). The organic l... Reactants: C, CCCCn1c(=O)c(NC(=O)Nc2cc(Cc3cc[nH]n3)ccc2C(C)(C)C)c(-c2cccc(OCCCOCc3ccccc3)c2)c2cccnc21, CO, Cl, [Pd]. Product: CCCCn1c(=O)c(NC(=O)Nc2cc(Cc3cc[nH]n3)ccc2C(C)(C)C)c(-c2cccc(OCCCO)c2)c2cccnc21. Reaction SMILES: [C:57].[CH2:1]([CH2:2][CH2:3][CH3:4])[n:5]1[c:6](=[O:53])[c:7]([NH:33][C:34](=[O:35])[NH:36][c:37]2[c:38]([C:49]([CH3:50])([CH3:51])[CH3:52])[cH:39][cH:40][c:41]([CH2:43][c:44]3[n:45][nH:46][cH:47][cH:48]3)[cH:42]2)[c:8](-[c:15]2[cH:16][c:17]([O:21][CH2:22][CH2:23][CH2:24][O:25][CH2:26][c:27]3[cH:28][cH:29][cH:30][cH:31][cH:32]3)[cH:18][cH:19][cH:20]2)[c:9]2[cH:10][cH:11][cH:12][n:13][c:14]12.[CH3:55][OH:56].[ClH:54].[Pd:58]>>[CH2:1]([CH2:2][CH2:3][CH3:4])[n:5]1[c:6](=[O:53])[c:7]([NH:33][C:34](=[O:35])[NH:36][c:37]2[c:38]([C:49]([CH3:50])([CH3:51])[CH3:52])[cH:39][cH:40][c:41]([CH2:43][c:44]3[n:45][nH:46][cH:47][cH:48]3)[cH:42]2)[c:8](-[c:15]2[cH:16][c:17]([O:21][CH2:22][CH2:23][CH2:24][OH:25])[cH:18][cH:19][cH:20]2)[c:9]2[cH:10][cH:11][cH:12][n:13][c:14]12. The reactants are C=O (paraformaldehyde), C(CCCCCCC)O (1-octanol), Cl (HCl). The solvent is ClC(CCl)Cl (1,1,2-trichloroethane). Product: ClCOCCCCCCCC (chloromethyloctyl ether). RXN SMILES: [CH2:1]=[O:2].[CH2:3](O)[CH2:4][CH2:5][CH2:6][CH2:7][CH2:8][CH2:9][CH3:10].[ClH:12]>ClC(Cl)CCl>[Cl:12][CH2:1][O:2][CH2:3][CH2:4][CH2:5][CH2:6][CH2:7][CH2:8][CH2:9][CH3:10]. Procedure: 75 g (2.5 mole) of paraformaldehyde were stirred in 250 ml 1,1,2-trichloroethane with 268 ml (2.5 mole) 1-octanol at 0°-5° C. HCl gas was passed for one hour. The product chloromethyloctyl ether can be isolated by evaporation of the excess solvent. Alternatively, a stock solution of 3M concentration is made in 1,1,2-trichloroethane and used as such, or kept refrigerated. Chloromethyloctylether may be distilled, b.p. 63°-64° C. (0.7 torr). Reactants: [BH4-], CO, CC(=O)Cc1ccccc1, [Na+]. The product is CC(O)Cc1ccccc1. RXN SMILES: [BH4-:1].[CH3:13][OH:14].[CH3:3][C:4](=[O:5])[CH2:6][c:7]1[cH:8][cH:9][cH:10][cH:11][cH:12]1.[Na+:2]>>[CH3:3][CH:4]([OH:5])[CH2:6][c:7]1[cH:8][cH:9][cH:10][cH:11][cH:12]1.